Dataset: the Open Reaction Database (ORD), a public repository of structured organic reaction records. Task: describe an organic reaction: reactants, conditions, products, and yield Starting materials: N1CCC(CC1)N(CCCCC(=O)O)S(=O)(=O)C1=CC=CC=C1 (5-(4-Piperidylbenzenesulphonylamino)valeric acid), C(C)(=O)[O-].[Na+] (sodium acetate). Solvent: C(C)(=O)OC(C)=O (acetic anhydride). The product is N1(CCCCC1)C1=CC=C(C=C1)S(=O)(=O)N1C(CCCC1)=O (1-[4-(1-piperidyl)benzenesulphonyl]-2-piperidinone). The yield is 185.8%. As a reaction SMILES: N1CCC([N:7]([S:15]([C:18]2[CH:23]=[CH:22][CH:21]=[CH:20][CH:19]=2)(=[O:17])=[O:16])[CH2:8][CH2:9][CH2:10][CH2:11][C:12]([OH:14])=O)CC1.[C:24]([O-])(=O)[CH3:25].[Na+]>C(OC(=O)C)(=O)C>[N:7]1([C:21]2[CH:20]=[CH:19][C:18]([S:15]([N:7]3[CH2:8][CH2:9][CH2:10][CH2:11][C:12]3=[O:14])(=[O:16])=[O:17])=[CH:23][CH:22]=2)[CH2:25][CH2:24][CH2:10][CH2:9][CH2:8]1 |f:1.2|. Procedure details: 5 g of product obtained in Stage B are heated to reflux for 4 hours with 5 g of sodium acetate in 50 cm3 of acetic anhydride. The mixture is cooled to room temperature and evaporated to dryness, the residue is taken up in 50 cm3 of water, filtered off and dried and 4.4 g of expected crude product are obtained. M.p. 140°-145° C. After crystallization in ethanol, 3.4 g of pure product are obtained. M.p. 145°-146° C. Reactants: ClCCl, Cl[Cu], O=C1c2c(I)cc(OC(F)F)cc2CN1Cc1ccc(OC(F)(F)F)cc1, CN(C)C=O. Yields the product O=C1c2c(Cl)cc(OC(F)F)cc2CN1Cc1ccc(OC(F)(F)F)cc1. RXN SMILES: [Cl:28][CH2:29][Cl:30].[Cu:36][Cl:37].[I:1][c:2]1[cH:3][c:4]([O:24][CH:25]([F:26])[F:27])[cH:5][c:6]2[c:10]1[C:9](=[O:11])[N:8]([CH2:12][c:13]1[cH:14][cH:15][c:16]([O:19][C:20]([F:21])([F:22])[F:23])[cH:17][cH:18]1)[CH2:7]2.[O:31]=[CH:32][N:33]([CH3:34])[CH3:35]>>[c:2]1([Cl:28])[cH:3][c:4]([O:24][CH:25]([F:26])[F:27])[cH:5][c:6]2[c:10]1[C:9](=[O:11])[N:8]([CH2:12][c:13]1[cH:14][cH:15][c:16]([O:19][C:20]([F:21])([F:22])[F:23])[cH:17][cH:18]1)[CH2:7]2. Starting materials: C1(CC1)(C(=O)OC(C)(C)C)C(=O)OCC (1-tert-butyl 1-ethyl cyclopropane-1,1-dicarboxylate), [H-].C(C)(C)(C)O[Al](OC(C)(C)C)OC(C)(C)C.[Li+] (lithium tri-tert-butoxyaluminum hydride). The solvent is C1CCOC1 (THF). Run at time 8 hour. Product: OCC1(CC1)C(=O)OC(C)(C)C (tert-butyl 1-(hydroxymethyl)-cyclopropane-1-carboxylate). RXN SMILES: [C:1]1([C:11](OCC)=[O:12])([C:4]([O:6][C:7]([CH3:10])([CH3:9])[CH3:8])=[O:5])[CH2:3][CH2:2]1.[H-].C(O[Al](OC(C)(C)C)OC(C)(C)C)(C)(C)C.[Li+]>C1COCC1>[OH:12][CH2:11][C:1]1([C:4]([O:6][C:7]([CH3:10])([CH3:9])[CH3:8])=[O:5])[CH2:2][CH2:3]1 |f:1.2.3|. Reported procedure: Step 2 To a stirred solution of 1-tert-butyl 1-ethyl cyclopropane-1,1-dicarboxylate (0.5 g, 2.33 mmol) in THF (11.7 mL) at −78° C. was added lithium tri-tert-butoxyaluminum hydride solution (11.7 mL, 11.7 mmol) dropwise. The mixture was warmed to room temperature and stirred overnight before it was quenched at 0° C. by the addition of a saturated solution of potassium sodium tartrate. EtOAc was added the phases were separated and the aqueous phase was extracted into EtOAc (×2). Combined organic ... Starting materials: Cl (hydrochloric acid), FC1=CC=2C(C3=CC4=CC=CC=C4C=C3C(C2C=C1F)=O)=O (2,3-difluoronaphthacene-5,12-dione), C([O-])([O-])=O.[K+].[K+] (potassium carbonate), CO (methanol). Solvent: O1CCCC1 (tetrahydrofuran). The product is FC1=CC=2C(C3=CC4=CC=CC=C4C=C3C(C2C=C1OC)=O)=O (2-Fluoro-3-methoxy-naphthacene-5,12-dione). The yield is 25.0%. As a reaction SMILES: F[C:2]1[C:19]([F:20])=[CH:18][C:17]2[C:16](=[O:21])[C:15]3[C:6](=[CH:7][C:8]4[C:13]([CH:14]=3)=[CH:12][CH:11]=[CH:10][CH:9]=4)[C:5](=[O:22])[C:4]=2[CH:3]=1.[C:23](=O)([O-])[O-:24].[K+].[K+].CO.Cl>O1CCCC1>[F:20][C:19]1[C:2]([O:24][CH3:23])=[CH:3][C:4]2[C:5](=[O:22])[C:6]3[C:15](=[CH:14][C:13]4[C:8]([CH:7]=3)=[CH:9][CH:10]=[CH:11][CH:12]=4)[C:16](=[O:21])[C:17]=2[CH:18]=1 |f:1.2.3|. Procedure: 1 g (3.4 mmol) of 2,3-difluoronaphthacene-5,12-dione, 0.94 g (6.8 mmol) of potassium carbonate, 3.24 g of methanol and 20 ml of tetrahydrofuran (THF) are stirred at 25° C. for 18 hours and under reflux for 3 days. The mixture is cooled and dilute hydrochloric acid is added. The product is filtered off, washed with water, dried and chromatographed with methylene chloride on silica gel. Sublimation under 1.3×10-1 bar/180°-310° C. gives 0.26 g (25%) of pure product, melting point >250° C. Reactants: COC(C(CC1=CC(=C(C=C1)O)O)(C)NNC(=O)OC(C)(C)C)=O (2-(N′-tert-Butoxycarbonyl-hydrazino)-3-(3,4-dihydroxy-phenyl)-2-methyl-propionic acid methyl ester), BrC1OC(=O)C2=CC=CC=C12 (bromophthalide), CsHCO3. Solvent: CC(=O)C (acetone). Reaction conditions: time 16 hour. Yields the product 113, COC(C(CC1=CC(=C(C=C1)O)OC1OC(C2=CC=CC=C12)=O)(C)NN)=O (2-Hydrazino-3-[4-hydroxy-3-(3-oxo-1,3-dihydro-isobenzofuran-1-yloxy)-phenyl]-2-methyl-propionic acid methyl ester). Yield: 32.2%. RXN SMILES: [CH3:1][O:2][C:3](=[O:24])[C:4]([NH:15][NH:16]C(OC(C)(C)C)=O)([CH3:14])[CH2:5][C:6]1[CH:11]=[CH:10][C:9]([OH:12])=[C:8]([OH:13])[CH:7]=1.Br[CH:26]1[C:35]2[C:30](=[CH:31][CH:32]=[CH:33][CH:34]=2)[C:28](=[O:29])[O:27]1>CC(C)=O>[CH3:1][O:2][C:3](=[O:24])[C:4]([NH:15][NH2:16])([CH3:14])[CH2:5][C:6]1[CH:11]=[CH:10][C:9]([OH:12])=[C:8]([O:13][CH:26]2[C:35]3[C:30](=[CH:31][CH:32]=[CH:33][CH:34]=3)[C:28](=[O:29])[O:27]2)[CH:7]=1. Procedure details: A mixture of compound 108 (380 mg, 1.1 mmol), bromophthalide (213 mg, 1 mmol) and CsHCO3 (325 mg, 1 mmol) in acetone was stirred at room temperature for 16 h. After removing the solvent under reduced pressure, the residue was partitioned between 10% citric acid and ethyl acetate. The organic phase was separated and dried over MgSO4. After removing the solvent under reduced pressure, the resulting residue was treated with 50% trifluoroacetic acid in dichloromethane at room temperature for 30 min.... Reactants: ethyl-3-(3-dimethylamino)propyl carbodiimide, hydrochloride salt, Cl.NCC(=O)OCC (glycine, ethyl ester, hydrochloride salt), CN1CCOCC1 (4-methyl morpholine), C1(C=2C(C(N1[C@H](C(=O)O)CCCCO)=O)=CC=CC2)=O ((S)-2-phthalimido-6-hydroxyhexanoic acid), OC1=CC=CC=2NN=NC21 (hydroxybenzotriazole). Run at time 5 minute. The product is C1(C=2C(C(N1[C@H](C(=O)NCC(=O)OCC)CCCC)=O)=CC=CC2)=O ((S)-N-(2-Phthalimido-1-oxohexyl)glycine, ethyl ester). RXN SMILES: Cl.[NH2:2][CH2:3][C:4]([O:6][CH2:7][CH3:8])=[O:5].CN1CCOCC1.[C:16]1(=[O:35])[N:20]([C@@H:21]([CH2:25][CH2:26][CH2:27][CH2:28]O)[C:22](O)=[O:23])[C:19](=[O:30])[C:18]2=[CH:31][CH:32]=[CH:33][CH:34]=[C:17]12.OC1C2N=NNC=2C=CC=1>CN(C)C=O>[C:19]1(=[O:30])[N:20]([C@@H:21]([CH2:25][CH2:26][CH2:27][CH3:28])[C:22]([NH:2][CH2:3][C:4]([O:6][CH2:7][CH3:8])=[O:5])=[O:23])[C:16](=[O:35])[C:17]2=[CH:34][CH:33]=[CH:32][CH:31]=[C:18]12 |f:0.1|. The solvent is CN(C=O)C (dimethylformamide). Procedure details: A slurry of glycine, ethyl ester, hydrochloride salt (2.718 g, 19.5 mmol.) in dimethylformamide (36 ml.) was treated with 4-methyl morpholine (2.60 ml., 2.39 g., 23.6 mmol.) and stirred at room temperature for 5 minutes. The mixture was then treated with (S)-2-phthalimido-6-hydroxyhexanoic acid (4.50 g., 16.2 mmol.) and hydroxybenzotriazole (2.225 g., 16.5 mmol.), cooled to 0° C., and then treated with ethyl-3-(3-dimethylamino)propyl carbodiimide, hydrochloride salt (3.438 g., 17.9 mmol.). After... The reactants are FC(C1=CC=C(C[C@@H]2N(S(OC2)(=O)=O)C(=O)OC(C)(C)C)C=C1)(F)F ((S)-tert-Butyl 4-(4-(trifluoromethyl)benzyl)-1,2,3-oxathiazolidine-3-carboxylate-2,2-dioxide), Cl (HCl), desired product M, FC=1C=C(C=CC1[N+](=O)[O-])C1=NN=C(S1)NC(OC(C)(C)C)=O (tert-Butyl 5-(3-fluoro-4-nitrophenyl)-1,3,4-thiadiazol-2-ylcarbamate), C([O-])([O-])=O.[Cs+].[Cs+] (cesium carbonate). Run in C1CCOC1 (THF), CCOC(=O)C (EtOAc), C1CCOC1 (THF). Run at temperature 50 celsius, time 30 minute. The product is FC=1C=C(C=CC1[N+](=O)[O-])C1=NN=C(S1)N(C[C@H](CC1=CC=C(C=C1)C(F)(F)F)NC(OC(C)(C)C)=O)C(=O)OC(C)(C)C (tert-Butyl (S)-1-(5-(3-fluoro-4-nitrophenyl)-1,3,4-thiadiazol-2-yl-boc-amino)-3-(4-(trifluoromethyl)phenyl)propan-2-ylcarbamate). RXN SMILES: [F:1][C:2]1[CH:3]=[C:4]([C:11]2[S:15][C:14]([NH:16][C:17](=[O:23])[O:18][C:19]([CH3:22])([CH3:21])[CH3:20])=[N:13][N:12]=2)[CH:5]=[CH:6][C:7]=1[N+:8]([O-:10])=[O:9].C(=O)([O-])[O-].[Cs+].[Cs+].[F:30][C:31]([F:54])([F:53])[C:32]1[CH:52]=[CH:51][C:35]([CH2:36][C@H:37]2[CH2:41]OS(=O)(=O)[N:38]2[C:44]([O:46][C:47]([CH3:50])([CH3:49])[CH3:48])=[O:45])=[CH:34][CH:33]=1.Cl>C1COCC1.CCOC(C)=O>[F:1][C:2]1[CH:3]=[C:4]([C:11]2[S:15][C:14]([N:16]([C:17]([O:18][C:19]([CH3:20])([CH3:22])[CH3:21])=[O:23])[CH2:41][C@@H:37]([NH:38][C:44](=[O:45])[O:46][C:47]([CH3:50])([CH3:49])[CH3:48])[CH2:36][C:35]3[CH:51]=[CH:52][C:32]([C:31]([F:54])([F:53])[F:30])=[CH:33][CH:34]=3)=[N:13][N:12]=2)[CH:5]=[CH:6][C:7]=1[N+:8]([O-:10])=[O:9] |f:1.2.3|. Reported procedure: tert-Butyl 5-(3-fluoro-4-nitrophenyl)-1,3,4-thiadiazol-2-ylcarbamate (0.587 g, 1.72 mmol) and cesium carbonate (1.12 g, 3.45 mmol) were heated to 50° C. in 15 mL THF in a round bottle flask. (S)-tert-Butyl 4-(4-(trifluoromethyl)benzyl)-1,2,3-oxathiazolidine-3-carboxylate-2,2-dioxide (0.855 g, 2.24 mmol) in 10 mL THF was added to the flask dropwise, and the mixture was heated at 50° C. for 30 minutes. The flask was then cooled to 20° C., and 10 mL 1 N HCl was added to the flask. The resulting mix... The reactants are [H-].[Na+] (Sodium hydride), C(C#C)Cl (propargyl chloride), O (Water), NC=1C=CC2=C(NC(CO2)=O)C1 (6-amino-2H-1,4-benzoxazin-3(4H)-one), resultant mixture. Solvent: CN(C=O)C (N,N-dimethylformamide). Run at temperature 0 celsius. Product: NC=1C=CC2=C(N(C(CO2)=O)CC#C)C1 (6-amino-4-(2-propynyl)-2H-1,4-benzoxazin-3(4H)-one). The yield is 58.5%. As a reaction SMILES: [H-].[Na+].[NH2:3][C:4]1[CH:5]=[CH:6][C:7]2[O:12][CH2:11][C:10](=[O:13])[NH:9][C:8]=2[CH:14]=1.[CH2:15](Cl)[C:16]#[CH:17].O>CN(C)C=O>[NH2:3][C:4]1[CH:5]=[CH:6][C:7]2[O:12][CH2:11][C:10](=[O:13])[N:9]([CH2:17][C:16]#[CH:15])[C:8]=2[CH:14]=1 |f:0.1|. Reported procedure: Sodium hydride (0.08 g) was suspended in dry N,N-dimethylformamide (3 ml), and the suspension was cooled to 0° C. While stirring, 6-amino-2H-1,4-benzoxazin-3(4H)-one (0.5 g) was portionwise added to the suspension at 0° C., and the resultant mixture was stirred at the same tempeature for 30 minutes. To the mixture, propargyl chloride (0.25 g) was dropwise added, and the mixture was stirred at room temperature for 6 hours. Water was added to the reaction mixture, which was then extracted with eth... Starting materials: stainless steel, O=O (oxygen), CC1=C(C(=CC(=C1)C)C)O (2,4,6-trimethylphenol), [OH-].[Na+] (sodium hydroxide). Run in O (water). Reaction conditions: time 120 minute. Product: OC1(C=C(C(C(=C1)C)=O)C)C (4-hydroxy-2,4,6-trimethyl-2,5-cyclohexadiene-1-one), CC1=C(C(=CC(=C1)C)C)O (2,4,6-trimethylphenol). Reaction SMILES: [CH3:1][C:2]1[CH:7]=[C:6]([CH3:8])[CH:5]=[C:4]([CH3:9])[C:3]=1[OH:10].[OH-:11].[Na+].O=O>O>[OH:11][C:6]1([CH3:8])[CH:5]=[C:4]([CH3:9])[C:3](=[O:10])[C:2]([CH3:1])=[CH:7]1.[CH3:1][C:2]1[CH:7]=[C:6]([CH3:8])[CH:5]=[C:4]([CH3:9])[C:3]=1[OH:10] |f:1.2|. Reported procedure: 45 Parts of 2,4,6-trimethylphenol, 10 parts of sodium hydroxide, and 150 parts of water were fed to a stainless steel autoclave equipped with a gas-introducing pipe, temperature recorder and stirrer, and 100 Kg/cm2G oxygen pressure was applied. The reaction was conducted at 30°C. for 120 minutes, during which the pressure was reduced to 83 Kg/cm2G. The reaction product was recovered and extracted 2 times with 150 g of benzene with shaking. Analyses of benzene parts and water parts yielded 31.130...